This data is from the Open Reaction Database (ORD), a public repository of structured organic reaction records. The task is: describe an organic reaction: reactants, conditions, products, and yield The reactants are C(C)(C)(C)OC(=O)N1[C@@H](CC(C1)=NOCC1=CC=C(C=C1)OC)C(=O)O ((2S,4EZ)-1-(tert-butoxycarbonyl)-4-{[(4-methoxybenzyl)oxy]imino}-2-pyrrolidinecarboxylic acid), C1(=CC=CC=C1)C(C(=O)Cl)C1=CC=CC=C1 (diphenylacetyl chloride), C(C1=CC=CC=C1)N (benzylamine). Product: C(C1=CC=CC=C1)NC(=O)[C@H]1N(CC(C1)=NOCC1=CC=C(C=C1)OC)C(C(C1=CC=CC=C1)C1=CC=CC=C1)=O ((2S,4EZ)-N-benzyl-1-(diphenylacetyl)-4-{[(4-methoxybenzyl)oxy]imino}-2-pyrrolidinecarboxamide). As a reaction SMILES: C(O[C:6]([N:8]1[CH2:12][C:11](=[N:13][O:14][CH2:15][C:16]2[CH:21]=[CH:20][C:19]([O:22][CH3:23])=[CH:18][CH:17]=2)[CH2:10][C@H:9]1[C:24]([OH:26])=O)=[O:7])(C)(C)C.[C:27]1([CH:33]([C:37]2[CH:42]=[CH:41][CH:40]=[CH:39][CH:38]=2)C(Cl)=O)[CH:32]=[CH:31][CH:30]=[CH:29][CH:28]=1.[CH2:43]([NH2:50])[C:44]1[CH:49]=[CH:48][CH:47]=[CH:46][CH:45]=1>>[CH2:43]([NH:50][C:24]([C@@H:9]1[CH2:10][C:11](=[N:13][O:14][CH2:15][C:16]2[CH:17]=[CH:18][C:19]([O:22][CH3:23])=[CH:20][CH:21]=2)[CH2:12][N:8]1[C:6](=[O:7])[CH:33]([C:27]1[CH:28]=[CH:29][CH:30]=[CH:31][CH:32]=1)[C:37]1[CH:38]=[CH:39][CH:40]=[CH:41][CH:42]=1)=[O:26])[C:44]1[CH:49]=[CH:48][CH:47]=[CH:46][CH:45]=1. Reported procedure: Following the general method as outlined in Example 22, starting from (2S,4EZ)-1-(tert-butoxycarbonyl)-4-{[(4-methoxybenzyl)oxy]imino}-2-pyrrolidinecarboxylic acid, diphenylacetyl chloride, and benzylamine the title compound was obtained in 60% purity by LC/MS. MS(ESI+): m/z=548.4. The reactants are C(C)(C)(C)C1=CC=C(C(=O)N2[C@@](C[C@@H]([C@@H]2C2=CN=C(S2)Cl)C2=NC=CN=C2)(C(=O)O)CC(C)C)C=C1 (rel-(2S,4S,5R)-1-(4-tert-Butylbenzoyl)-2-isobutyl-4-(pyrazin-2-yl)-5-(2chloro-1,3-thiazol-5-yl)pyrrolidine-2-carboxylic acid). The reagents and catalysts are [Pd] (palladium on carbon). Run in C(C)O (ethanol). Yields the product C(C)(C)(C)C1=CC=C(C(=O)N2[C@@](C[C@@H]([C@@H]2C2=CN=CS2)C2=NC=CN=C2)(C(=O)O)CC(C)C)C=C1 (rel-(2S,4S,5R)-1-(4-tert-butylbenzoyl)-2-isobutyl-4-(pyrazin-2-yl)-5-(1,3-thiazol-5-yl)pyrrolidine-2-carboxylic acid). As a reaction SMILES: [C:1]([C:5]1[CH:36]=[CH:35][C:8]([C:9]([N:11]2[C@@H:15]([C:16]3[S:20][C:19](Cl)=[N:18][CH:17]=3)[C@@H:14]([C:22]3[CH:27]=[N:26][CH:25]=[CH:24][N:23]=3)[CH2:13][C@@:12]2([CH2:31][CH:32]([CH3:34])[CH3:33])[C:28]([OH:30])=[O:29])=[O:10])=[CH:7][CH:6]=1)([CH3:4])([CH3:3])[CH3:2]>[Pd].C(O)C>[C:1]([C:5]1[CH:6]=[CH:7][C:8]([C:9]([N:11]2[C@@H:15]([C:16]3[S:20][CH:19]=[N:18][CH:17]=3)[C@@H:14]([C:22]3[CH:27]=[N:26][CH:25]=[CH:24][N:23]=3)[CH2:13][C@@:12]2([CH2:31][CH:32]([CH3:33])[CH3:34])[C:28]([OH:30])=[O:29])=[O:10])=[CH:35][CH:36]=1)([CH3:3])([CH3:2])[CH3:4]. Procedure details: A mixture of Example 27 (40 mg, 0.076 mmol) and 10% palladium on carbon catalyst (40 mg) in ethanol (5 mL) was hydrogenated over 5 days. The catalyst was removed by filtration and washed with ethanol. Following evaporation of the solvent the title compound was purified by reverse phase HPLC on a C18 column using a two-solvent gradient elution with (A) water containing formic acid (0.1%) and (B) acetonitrile-water (95:5 v/v) containing formic acid (0.05%) as the eluents, and analysis of the fract... Reactants: COC(OC)C1CN=C(c2cc3cc(OC(=O)C(C)(C)C)cc([N+](=O)[O-])c3[nH]2)S1, CCO, [Ca+2], [Cl-], [Cl-], [Fe], [Na+], O, O=C([O-])O. The product is COC(OC)C1CN=C(c2cc3cc(OC(=O)C(C)(C)C)cc(N)c3[nH]2)S1. As a reaction SMILES: [C:1]([C:2]([CH3:3])([CH3:4])[CH3:5])(=[O:6])[O:7][c:8]1[cH:9][c:10]2[cH:11][c:12]([C:20]3=[N:24][CH2:23][CH:22]([CH:25]([O:26][CH3:27])[O:28][CH3:29])[S:21]3)[nH:13][c:14]2[c:15]([N+:17]([O-:18])=[O:19])[cH:16]1.[CH3:39][CH2:40][OH:41].[Ca+2:33].[Cl-:31].[Cl-:32].[Fe:42].[Na+:34].[OH2:30].[OH:35][C:36](=[O:37])[O-:38]>>[C:1]([C:2]([CH3:3])([CH3:4])[CH3:5])(=[O:6])[O:7][c:8]1[cH:9][c:10]2[cH:11][c:12]([C:20]3=[N:24][CH2:23][CH:22]([CH:25]([O:26][CH3:27])[O:28][CH3:29])[S:21]3)[nH:13][c:14]2[c:15]([NH2:17])[cH:16]1.